From a dataset of the Open Reaction Database (ORD), a public repository of structured organic reaction records. describe an organic reaction: reactants, conditions, products, and yield Starting materials: CC(Oc1cccc2nc[nH]c(=O)c12)C(=O)N(C)C, Cc1ncc(Cn2ncc3cc(N)ccc32)s1. Yields the product Cc1ncc(Cn2ncc3cc(Nc4ncnc5cccc(OC(C)C(=O)N(C)C)c45)ccc32)s1. RXN SMILES: [CH3:1][N:2]([C:3]([CH:4]([CH3:5])[O:6][c:7]1[c:8]2[c:9](=[O:17])[nH:10][cH:11][n:12][c:13]2[cH:14][cH:15][cH:16]1)=[O:18])[CH3:19].[CH3:20][c:21]1[s:22][c:23]([CH2:26][n:27]2[n:28][cH:29][c:30]3[cH:31][c:32]([NH2:36])[cH:33][cH:34][c:35]23)[cH:24][n:25]1>>[CH3:1][N:2]([C:3]([CH:4]([CH3:5])[O:6][c:7]1[c:8]2[c:9]([NH:36][c:32]3[cH:31][c:30]4[cH:29][n:28][n:27]([CH2:26][c:23]5[s:22][c:21]([CH3:20])[n:25][cH:24]5)[c:35]4[cH:34][cH:33]3)[n:10][cH:11][n:12][c:13]2[cH:14][cH:15][cH:16]1)=[O:18])[CH3:19].